From a dataset of the Open Reaction Database (ORD), a public repository of structured organic reaction records. describe an organic reaction: reactants, conditions, products, and yield Reactants: C=CC1=CC=CC=C1 (styrene), C(C=C)#N (acrylonitrile), C1=CC=CC=C1C(=O)OOC(C)(C)C (tertiary butyl perbenzoate), [N+](=O)([O-])[O-].[Na+] (sodium nitrate), C(=C)C1=C(C=CC=C1)C=C (divinyl benzene), [Cr](=O)(=O)([O-])O[Cr](=O)(=O)[O-].[Na+].[Na+] (sodium dichromate), ClC(C(F)(F)F)(Cl)Cl (trichlorotrifluoroethane), C(C1=CC=CC=C1)(=O)OOC(C1=CC=CC=C1)=O (benzoyl peroxide), carboxy methyl cellulose. Reaction SMILES: [CH2:1]=[CH:2][C:3]1[CH:8]=[CH:7][CH:6]=[CH:5][CH:4]=1.ClC(Cl)(Cl)C(F)(F)F.C(OOC(=O)C1C=CC=CC=1)(=O)C1C=CC=CC=1.C1C(C(OOC(C)(C)C)=O)=CC=CC=1.C(#[N:52])C=C.[Cr](O[Cr]([O-])(=O)=O)([O-])(=O)=O.[Na+].[Na+].[N+]([O-])([O-])=O.[Na+].C(C1C=CC=CC=1C=C)=C>O>[CH2:1]=[CH:2][C:3]#[N:52].[CH2:1]=[CH:2][C:3]1[CH:8]=[CH:7][CH:6]=[CH:5][CH:4]=1 |f:5.6.7,8.9,12.13|. Procedure details: A styrene-acrylonitrile copolymer was prepared by suspension polymerization using a one gallon agitated, jacketed reactor. In the preparation of sample 42 the following reactor charge was employed: 780 grams of styrene, 280.8 grams of trichlorotrifluoroethane, commercially available under the trade designation Freon 113, 2.89 grams of benzoyl peroxide, 2.29 grams of tertiary butyl perbenzoate and 195 grams of acrylonitrile. The reactor was closed and agitated for 15 minutes at 250 revolutions pe... Product: C=CC#N.C=CC1=CC=CC=C1 (styrene-acrylonitrile copolymer). Reaction conditions: temperature 82 celsius. Run in O (water).